This data is from the Open Reaction Database (ORD), a public repository of structured organic reaction records. The task is: describe an organic reaction: reactants, conditions, products, and yield Starting materials: solution, C(CCC)[Li] (butyl lithium), FC=1C=C(C=C(C1F)F)CC(=O)O (3,4,5-trifluorophenylacetic acid), BrCCCl (1-bromo-2-chloroethane), Cl (hydrochloric acid). Run in CCCCCC (hexane), C1CCOC1 (THF), C(C)(=O)OCC (Ethyl acetate). Run at temperature -78 celsius, time 20 minute. Yields the product ClCCC(C(=O)O)C1=CC(=C(C(=C1)F)F)F (4-chloro-2-(3,4,5-trifluorophenyl)butyric acid). As a reaction SMILES: C([Li])CCC.[F:6][C:7]1[CH:8]=[C:9]([CH2:15][C:16]([OH:18])=[O:17])[CH:10]=[C:11]([F:14])[C:12]=1[F:13].Br[CH2:20][CH2:21][Cl:22].Cl>CCCCCC.C1COCC1.C(OCC)(=O)C>[Cl:22][CH2:21][CH2:20][CH:15]([C:9]1[CH:8]=[C:7]([F:6])[C:12]([F:13])=[C:11]([F:14])[CH:10]=1)[C:16]([OH:18])=[O:17]. Procedure details: A 2.66 M solution of butyl lithium in hexane (20 mL) was added to a solution of 3,4,5-trifluorophenylacetic acid (5.00 g) in THF (150 mL) in a nitrogen atmosphere at −78° C., and the reaction solution was stirred at −78° C. for 20 minutes. The reaction solution was further stirred at 0° C. for one hour. Then, 1-bromo-2-chloroethane (2.2 mL) was added at 0° C., and the reaction solution was stirred at room temperature for 14 hours. Ethyl acetate and 1 N hydrochloric acid were added to the reactio... The reactants are COc1ccc(S(=O)(=O)Cl)cc1, ClC(Cl)Cl, NCCN1CCC(N2CCc3ccccc32)CC1, O. Product: COc1ccc(S(=O)(=O)NCCN2CCC(N3CCc4ccccc43)CC2)cc1. Reaction SMILES: [CH3:19][O:20][c:21]1[cH:22][cH:23][c:24]([S:27](=[O:28])(=[O:29])[Cl:30])[cH:25][cH:26]1.[CH:32]([Cl:33])([Cl:34])[Cl:35].[NH2:1][CH2:2][CH2:3][N:4]1[CH2:5][CH2:6][CH:7]([N:10]2[CH2:11][CH2:12][c:13]3[cH:14][cH:15][cH:16][cH:17][c:18]32)[CH2:8][CH2:9]1.[OH2:31]>>[NH:1]([CH2:2][CH2:3][N:4]1[CH2:5][CH2:6][CH:7]([N:10]2[CH2:11][CH2:12][c:13]3[cH:14][cH:15][cH:16][cH:17][c:18]32)[CH2:8][CH2:9]1)[S:27]([c:24]1[cH:23][cH:22][c:21]([O:20][CH3:19])[cH:26][cH:25]1)(=[O:28])=[O:29]. Reactants: C1(=CC=CC=C1)P(C1=CC=CC=C1)(C1=CC=CC=C1)=O (triphenylphosphine oxide), BrC=1C=CC(=C(C1)S(=O)(=O)OC=1C=C(C=C(C1)C)O)OC (3-(5-bromo-2-methoxyphenylsulfonyloxy)-5-methylphenol), C(CCO)O (1,3-propanediol), C1(=CC=CC=C1)P(C1=CC=CC=C1)C1=CC=CC=C1 (triphenylphosphine), N(=NC(=O)OCC)C(=O)OCC (diethyl azodicarboxylate). The solvent is O1CCCC1 (tetrahydrofuran). Conditions: time 2 hour. Product: BrC=1C=CC(=C(C1)S(=O)(=O)OC=1C=C(OCCCO)C=C(C1)C)OC (3-[3-(5-Bromo-2-methoxyphenylsulfonyloxy)-5-methylphenoxy]propanol). Reaction SMILES: [Br:1][C:2]1[CH:3]=[CH:4][C:5]([O:20][CH3:21])=[C:6]([S:8]([O:11][C:12]2[CH:13]=[C:14]([OH:19])[CH:15]=[C:16]([CH3:18])[CH:17]=2)(=[O:10])=[O:9])[CH:7]=1.[CH2:22](O)[CH2:23][CH2:24][OH:25].C1(P(C2C=CC=CC=2)C2C=CC=CC=2)C=CC=CC=1.N(C(OCC)=O)=NC(OCC)=O.C1(P(=O)(C2C=CC=CC=2)C2C=CC=CC=2)C=CC=CC=1>O1CCCC1>[Br:1][C:2]1[CH:3]=[CH:4][C:5]([O:20][CH3:21])=[C:6]([S:8]([O:11][C:12]2[CH:13]=[C:14]([CH:15]=[C:16]([CH3:18])[CH:17]=2)[O:19][CH2:22][CH2:23][CH2:24][OH:25])(=[O:10])=[O:9])[CH:7]=1. Procedure details: To 1.39 g (3.72 mmol) 3-(5-bromo-2-methoxyphenylsulfonyloxy)-5-methylphenol, as prepared in the preceding step, 2.69 mL (37.2 mmol) of 1,3-propanediol and 1.95 g (7.44 mmol) of triphenylphosphine in 25 mL of anhydrous tetrahydrofuran was added 1.17 mL (7.44 mmol) of diethyl azodicarboxylate dropwise over 15 min. After stirring at ambient temperature for 2 h, the reaction mixture was concentrated to a semisolid. The resulting mixture was flash chromatographed on 250 g of silica gel with 60% ethyl... Reactants: ClC1=CC=C(C=C1)C(C)=O (4'-chloroacetophenone), Cl (HCl), FC(C(=O)OCC)(F)F (Ethyl trifluoroacetate), C[O-].[Na+] (sodium methoxide). Solvent: C(C)(C)(C)OC (methyl tert-butyl ether), C(C)(C)(C)OC (methyl tert-butyl ether). Yields the product FC(C(CC(=O)C1=CC=C(C=C1)Cl)=O)(F)F (4,4,4-trifluoro-1-[4-(chloro)phenyl]-butane-1,3-dione). Isolated yield 93.3%. RXN SMILES: [F:1][C:2]([F:9])([F:8])[C:3]([O:5]CC)=O.C[O-].[Na+].[Cl:13][C:14]1[CH:19]=[CH:18][C:17]([C:20](=[O:22])[CH3:21])=[CH:16][CH:15]=1.Cl>C(OC)(C)(C)C>[F:9][C:2]([F:1])([F:8])[C:3](=[O:5])[CH2:21][C:20]([C:17]1[CH:18]=[CH:19][C:14]([Cl:13])=[CH:15][CH:16]=1)=[O:22] |f:1.2|. Procedure: Ethyl trifluoroacetate (23.52 g, 166 mmol) was dissolved in methyl tert-butyl ether (75 mL). To the stirred solution was added 25 weight % sodium methoxide (40 mL, 177 mmol). Next 4'-chloroacetophenone (23.21 g, 150 mmol) was dissolved in methyl tert-butyl ether (20 mL), and added to the reaction dropwise. After stirring overnight (15.75 hours), 3N HCl (70 mL) was added. The organic layer was collected, washed with brine (75 mL), dried over MgSO4, filtered, and concentrated in vacuo to give a 35... Starting materials: CC=1SC2=C(N1)C=C(C(=C2)OC)C (2,5-dimethyl-6-methoxy-benzothiazole), C(C)I (ethyl iodide). Run at temperature 100 celsius. Yields the product [I-].C(C)N1C(SC2=C1C=C(C(=C2)OC)C)C (3-ethyl-2,5-dimethyl-6-methoxy-benzothiazole iodide). RXN SMILES: [CH3:1][C:2]1[S:3][C:4]2[CH:10]=[C:9]([O:11][CH3:12])[C:8]([CH3:13])=[CH:7][C:5]=2[N:6]=1.[CH2:14]([I:16])[CH3:15]>>[I-:16].[CH2:14]([N:6]1[C:5]2[CH:7]=[C:8]([CH3:13])[C:9]([O:11][CH3:12])=[CH:10][C:4]=2[S:3][CH:2]1[CH3:1])[CH3:15] |f:2.3|. Reported procedure: 6 g of 2,5-dimethyl-6-methoxy-benzothiazole and 60 ml of ethyl iodide were reacted in a pressure flask heated to 100° C. on an oil bath for 3 days. After cooling, the raw product was washed by grinding with ether and acetone and dried in a desicator. It was then crystallized from ethanol, thus obtaining 54 g of a crystalline product melting at 249°-252° C. The solvent is C(C)#N (acetonitrile). Yield: 82.0%. The reactants are Cl.F[C@H]1C[C@H](NC1)C(=O)OC (Methyl (2S,4S)-4-fluoropyrrolidine-2-carboxylate hydrochloride), C(C)(C)N(CC)C(C)C (diisopropylethylamine), ON1N=NC2=C1C=CC=C2 (1-hydroxybenzotriazole), C(CO)(=O)O (glycolic acid), Cl.C(C)N=C=NCCCN(C)C (3-ethyl-1-(3-dimethylaminopropyl)carbodiimide hydrochloride). RXN SMILES: Cl.[F:2][C@@H:3]1[CH2:7][NH:6][C@H:5]([C:8]([O:10]C)=O)[CH2:4]1.C([N:15](C(C)C)CC)(C)C.ON1C2C=CC=CC=2N=N1.[C:31]([OH:35])(=O)[CH2:32][OH:33].Cl.C(N=C=NCCCN(C)C)C>C(#N)C>[F:2][C@@H:3]1[CH2:7][N:6]([C:31](=[O:35])[CH2:32][OH:33])[C@H:5]([C:8]([NH2:15])=[O:10])[CH2:4]1 |f:0.1,5.6|. Procedure: Process A: Methyl (2S,4S)-4-fluoropyrrolidine-2-carboxylate hydrochloride (18.4 g) was suspended in dehydrated acetonitrile (370 mL). While the suspension was cooled in an ice bath, diisopropylethylamine (18.3 mL) was added dropwise and the mixture was stirred for 15 minutes. Subsequently, 1-hydroxybenzotriazole (4.59 g), glycolic acid (8.37 g) and 3-ethyl-1-(3-dimethylaminopropyl)carbodiimide hydrochloride (23.0 g) were added and the reaction mixture was stirred at room temperature for 6 hours ... Run at time 15 minute. The product is F[C@H]1C[C@H](N(C1)C(CO)=O)C(=O)N ((2S,4S)-4-fluoro-1-(2-hydroxyacetyl)pyrrolidine-2-carboxamide). The reactants are OS(=O)[O-].[Na+] (NaHSO3), [Mn](=O)(=O)(=O)[O-].[K+] (Potassium permanganate), solution, CSC1=CC=C(C#N)C=C1 (4-Methylsulfanyl-benzonitrile), CC(=O)O (HOAc). Run at time 30 minute. Product: CS(=O)(=O)C1=CC=C(C#N)C=C1 (4-methanesulfonyl-benzonitrile). The yield is 82.0%. Reaction SMILES: CS[C:3]1[CH:10]=[CH:9][C:6]([C:7]#[N:8])=[CH:5][CH:4]=1.[Mn]([O-])(=O)(=O)=O.[K+].[OH:17][S:18]([O-:20])=O.[Na+].[CH3:22]C(O)=O>>[CH3:22][S:18]([C:3]1[CH:10]=[CH:9][C:6]([C:7]#[N:8])=[CH:5][CH:4]=1)(=[O:20])=[O:17] |f:1.2,3.4|. Reported procedure: 4-Methylsulfanyl-benzonitrile (250 mg, 1.68 mmol) was dissolved in 12 mL of HOAc. Potassium permanganate (531 mg, 3.36 mmol) was added as an aqueous solution (7-8 mL). After stirring 30 min at RT, NaHSO3 was added with stirring until the brown color of the solution disappeared. The mixture was concentrated and diluted with water. The precipitate was filtered and dried in vacuo to yield 4-methanesulfonyl-benzonitrile (250 mg, 82%) which was used without further purification.